This data is from the Open Reaction Database (ORD), a public repository of structured organic reaction records. The task is: describe an organic reaction: reactants, conditions, products, and yield Reactants: CC(=O)OC(C)=O, Cc1ccccc1, CCOC(OCC)OCC, NC1(CCO)CCCC1, CCOC(=O)CC(=O)c1cc(F)c(F)c(F)c1F. The product is CCOC(=O)C(=CNC1(CCO)CCCC1)C(=O)c1cc(F)c(F)c(F)c1F. Reaction SMILES: [CH3:19][C:20]([O:21][C:22]([CH3:23])=[O:24])=[O:25].[CH3:45][c:46]1[cH:47][cH:48][cH:49][cH:50][cH:51]1.[CH:26]([O:27][CH2:28][CH3:29])([O:30][CH2:31][CH3:32])[O:33][CH2:34][CH3:35].[NH2:36][C:37]1([CH2:42][CH2:43][OH:44])[CH2:38][CH2:39][CH2:40][CH2:41]1.[O:1]=[C:2]([CH2:3][C:4](=[O:5])[O:6][CH2:7][CH3:8])[c:9]1[c:10]([F:18])[c:11]([F:17])[c:12]([F:16])[c:13]([F:15])[cH:14]1>>[O:1]=[C:2]([C:3]([C:4](=[O:5])[O:6][CH2:7][CH3:8])=[CH:19][NH:36][C:37]1([CH2:42][CH2:43][OH:44])[CH2:38][CH2:39][CH2:40][CH2:41]1)[c:9]1[c:10]([F:18])[c:11]([F:17])[c:12]([F:16])[c:13]([F:15])[cH:14]1. The reactants are BrC1=CC=C(C=C1)O (4-bromophenol), CC(=O)C (acetone), [O-]S(=O)S(=O)[O-].[Na+].[Na+] (Na2S2O4), BrC1=CC(=C(C=C1)O)[N+](=O)[O-] (4-bromo-2-nitrophenol), BrC1=CC(=C(C=C1)O)[N+](=O)[O-] (4-bromo-2-nitrophenol). Run in O (water). The product is BrC=1C=CC(=C(N)C1)O (5-bromo-2-hydroxyaniline). As a reaction SMILES: BrC1C=CC(O)=CC=1.[Br:9][C:10]1[CH:15]=[CH:14][C:13]([OH:16])=[C:12]([N+:17]([O-])=O)[CH:11]=1.CC(C)=O.[O-]S(S([O-])=O)=O.[Na+].[Na+]>O>[Br:9][C:10]1[CH:15]=[CH:14][C:13]([OH:16])=[C:12]([CH:11]=1)[NH2:17] |f:3.4.5|. Reported procedure: A portion of 4-bromophenol is converted to 4-bromo-2-nitrophenol by the method described in Rec. Trav. Chim. 29, 187(1910). A 28 g. portion of 4-bromo-2-nitrophenol is dissolved in 280 ml. of acetone. A 280 ml. portion of water and 112 g. of Na2S2O4 are added with stirring. The mixture is refluxed for 2 hours, cooled to room temperature and extracted six times with ether. The ether extracts are washed twice with brine, dried over magnesium sulfate and recrystallized from a mixture of charcoal an... Starting materials: C(=O)(OC(C)(C)C)[N+]1(CC=CC1)[O-] (N-Boc-3-pyrroline oxide), [N-]=[N+]=[N-].[Na+] (NaN3), [NH4+].[Cl-] (NH4Cl), CO.O (MeOH—H2O). Reaction conditions: temperature 65 celsius, time 8 hour. The product is C(=O)(OC(C)(C)C)N1C[C@H]([C@@H](C1)O)N=[N+]=[N-] ((±)-N-Boc-trans-3-azido-4-hydroxypyrrolidine). RXN SMILES: [C:1]([N+:8]1([O-])[CH2:12][CH:11]=[CH:10][CH2:9]1)([O:3][C:4]([CH3:7])([CH3:6])[CH3:5])=[O:2].[N-:14]=[N+:15]=[N-:16].[Na+].[NH4+].[Cl-].C[OH:21].O>>[C:1]([N:8]1[CH2:12][C@@H:11]([OH:21])[C@H:10]([N:14]=[N+:15]=[N-:16])[CH2:9]1)([O:3][C:4]([CH3:7])([CH3:6])[CH3:5])=[O:2] |f:1.2,3.4,5.6|. Procedure: A mixture of N-Boc-3-pyrroline oxide (0.925 g, 5.0 mmol), NaN3 (0.65 g, 10 mmol), and NH4Cl (5.0 mmol) in MeOH—H2O (6:1, 16 mL) was stirred at 65° C. overnight. The reaction mixture was concentrated under reduced pressure and the residue was extracted thoroughly with ethyl acetate. The combined ethyl acetate extract was washed with water and sat. brine, dried over anhydrous Na2SO4, and evaporated. The crude azidoalcohol was purified by recrystallization from ether-hexane: mp 34-36° C.; 1H NMR (3... Reactants: [Br-], CCOc1c(NC(C)C(C)(C)C)c(=O)c1=O, CCOc1c(NC(C)(C)C)c(=O)c1=O, NCc1cccc(OC(F)(F)F)c1, [K+]. Product: CC(C)(C)Nc1c(NCc2cccc(OC(F)(F)F)c2)c(=O)c1=O. RXN SMILES: [Br-:44].[CH2:15]([O:16][c:17]1[c:18](=[O:19])[c:20](=[O:21])[c:22]1[NH:23][CH:24]([CH3:25])[C:26]([CH3:27])([CH3:28])[CH3:29])[CH3:30].[CH2:1]([O:2][c:4]1[c:5](=[O:14])[c:6](=[O:13])[c:7]1[NH:8][C:9]([CH3:10])([CH3:11])[CH3:12])[CH3:3].[F:31][C:32]([O:33][c:34]1[cH:35][c:36]([CH2:37][NH2:38])[cH:39][cH:40][cH:41]1)([F:42])[F:43].[K+:45]>>[c:4]1([NH:38][CH2:37][c:36]2[cH:35][c:34]([O:33][C:32]([F:31])([F:42])[F:43])[cH:41][cH:40][cH:39]2)[c:5](=[O:14])[c:6](=[O:13])[c:7]1[NH:8][C:9]([CH3:10])([CH3:11])[CH3:12]. The reactants are C=C (ethylene), [H][H] (hydrogen), CCCCCCCCC=C (decene-1). Solvent: CCCCCC (hexane). Product: C=C.CCCCCCCCC=C (ethylene decene-1). As a reaction SMILES: C=C.[H][H].[CH3:5][CH2:6][CH2:7][CH2:8][CH2:9][CH2:10][CH2:11][CH2:12][CH:13]=[CH2:14]>CCCCCC>[CH2:5]=[CH2:6].[CH3:14][CH2:13][CH2:12][CH2:11][CH2:10][CH2:9][CH2:8][CH2:7][CH:6]=[CH2:5] |f:4.5|. Reported procedure: The procedure of Example 1 was followed except that the amounts of ethylene, hydrogen and hexane solvent were changed respectively to 36 liters/hr, 180 liters/hr and 1 liter/hr, and 1 liter/hr of decene-1 was used instead of propylene. There was obtained an ethylene/decene-1 copolymer having the properties shown in Table 1.